Dataset: the Open Reaction Database (ORD), a public repository of structured organic reaction records. Task: describe an organic reaction: reactants, conditions, products, and yield Starting materials: CC1(O)C(O)C(CO)OC1n1ccc(N)nc1=O, CN(C)C=O. The product is Nc1ccn(C2OC(CO)C(O)C2O)c(=O)n1. Reaction SMILES: [NH2:1][c:2]1[n:3][c:4](=[O:18])[n:5]([CH:8]2[O:9][CH:10]([CH2:16][OH:17])[CH:11]([OH:15])[C:12]2([CH3:13])[OH:14])[cH:6][cH:7]1.[O:19]=[CH:20][N:21]([CH3:22])[CH3:23]>>[NH2:1][c:2]1[n:3][c:4](=[O:18])[n:5]([CH:8]2[O:9][CH:10]([CH2:16][OH:17])[CH:11]([OH:15])[CH:12]2[OH:14])[cH:6][cH:7]1. Starting materials: ClC1=C(C=CC(=C1)Cl)C1(CCNCC1)O (4-(2,4-dichloro-phenyl)-piperidin-4-ol), C(C)(C)N(CC)C(C)C (diisopropyl ethylamine), C(C1=CC=CC=C1)OCC(=O)Cl (benzyloxy acetyl chloride). Run in ClCCl (dichloromethane), ClCCl (dichloromethane). Conditions: time 1 hour. Product: C(C1=CC=CC=C1)OCC(=O)N1CCC(CC1)(O)C1=C(C=C(C=C1)Cl)Cl (2-Benzyloxy-1-[4-(2,4-dichloro-phenyl)-4-hydroxy-piperidin-1-yl]-ethanone). As a reaction SMILES: [Cl:1][C:2]1[CH:7]=[C:6]([Cl:8])[CH:5]=[CH:4][C:3]=1[C:9]1([OH:15])[CH2:14][CH2:13][NH:12][CH2:11][CH2:10]1.C(N(C(C)C)CC)(C)C.[CH2:25]([O:32][CH2:33][C:34](Cl)=[O:35])[C:26]1[CH:31]=[CH:30][CH:29]=[CH:28][CH:27]=1>ClCCl>[CH2:25]([O:32][CH2:33][C:34]([N:12]1[CH2:11][CH2:10][C:9]([C:3]2[CH:4]=[CH:5][C:6]([Cl:8])=[CH:7][C:2]=2[Cl:1])([OH:15])[CH2:14][CH2:13]1)=[O:35])[C:26]1[CH:31]=[CH:30][CH:29]=[CH:28][CH:27]=1. Procedure details: To a solution of 4-(2,4-dichloro-phenyl)-piperidin-4-ol (0.10 g, 0.40 mmol) in dichloromethane (2 mL) was added diisopropyl ethylamine (0.073 mL, 0.42 mmol) followed by benzyloxy acetyl chloride (0.078 g, 0.42 mmol). The reaction mixture was stirred at room temperature for 1 hour. The reaction mixture was diluted with dichloromethane (10 mL) and washed with saturated aqueous sodium bicarbonate (10 mL). The organic layer was dried over sodium sulfate, filtered and concentrated in vacuo. The resid...